This data is from the Open Reaction Database (ORD), a public repository of structured organic reaction records. The task is: describe an organic reaction: reactants, conditions, products, and yield Starting materials: O=C(c1ncc[nH]1)c1ncc[nH]1, CC(=O)Nc1ccc(-c2cc(C)cc(C(=O)O)n2)cc1, Nc1nnn[nH]1. Yields the product CC(=O)Nc1ccc(-c2cc(C)cc(C(=O)Nc3nnn[nH]3)n2)cc1. Reaction SMILES: [C:21]([c:22]1[nH:23][cH:24][cH:25][n:26]1)([c:27]1[nH:28][cH:29][cH:30][n:31]1)=[O:32].[CH3:1][c:2]1[cH:3][c:4]([C:18](=[O:19])[OH:20])[n:5][c:6](-[c:8]2[cH:9][cH:10][c:11]([NH:14][C:15]([CH3:16])=[O:17])[cH:12][cH:13]2)[cH:7]1.[NH2:33][c:34]1[n:35][n:36][n:37][nH:38]1>>[CH3:1][c:2]1[cH:3][c:4]([C:18](=[O:20])[NH:33][c:34]2[nH:35][n:36][n:37][n:38]2)[n:5][c:6](-[c:8]2[cH:9][cH:10][c:11]([NH:14][C:15]([CH3:16])=[O:17])[cH:12][cH:13]2)[cH:7]1. The reactants are BrC1=CC=C(C=C1)C1=C(C(=NO1)C)CC(=O)NN ([5-(4-bromo-phenyl)-3-methyl-isoxazol-4-yl]-acetic acid hydrazide), C1(=CC=CC=C1)CC(=O)Cl (phenylacetyl chloride). Product: C(C1=CC=CC=C1)C=1OC(=NN1)CC=1C(=NOC1C1=CC=C(C=C1)Br)C (2-Benzyl-5-[5-(4-bromo-phenyl)-3-methyl-isoxazol-4-ylmethyl]-[1,3,4]oxadiazole). RXN SMILES: [Br:1][C:2]1[CH:7]=[CH:6][C:5]([C:8]2[O:12][N:11]=[C:10]([CH3:13])[C:9]=2[CH2:14][C:15]([NH:17][NH2:18])=[O:16])=[CH:4][CH:3]=1.[C:19]1([CH2:25][C:26](Cl)=O)[CH:24]=[CH:23][CH:22]=[CH:21][CH:20]=1>>[CH2:25]([C:26]1[O:16][C:15]([CH2:14][C:9]2[C:10]([CH3:13])=[N:11][O:12][C:8]=2[C:5]2[CH:6]=[CH:7][C:2]([Br:1])=[CH:3][CH:4]=2)=[N:17][N:18]=1)[C:19]1[CH:24]=[CH:23][CH:22]=[CH:21][CH:20]=1. Procedure details: Prepared according to the procedure described in Example 8, Step 6, using [5-(4-bromo-phenyl)-3-methyl-isoxazol-4-yl]-acetic acid hydrazide and phenylacetyl chloride. The reactants are O=C1CCC(=O)N1Br, COC(=O)c1ccc(Br)c(C)c1, O=C(OOC(=O)c1ccccc1)c1ccccc1, ClCCl. Yields the product COC(=O)c1ccc(Br)c(CBr)c1. As a reaction SMILES: [Br:13][N:14]1[C:15](=[O:16])[CH2:17][CH2:18][C:19]1=[O:20].[Br:1][c:2]1[c:3]([CH3:12])[cH:4][c:5]([C:6](=[O:7])[O:8][CH3:9])[cH:10][cH:11]1.[C:21]([O:22][O:23][C:24](=[O:25])[c:26]1[cH:27][cH:28][cH:29][cH:30][cH:31]1)(=[O:32])[c:33]1[cH:34][cH:35][cH:36][cH:37][cH:38]1.[CH2:39]([Cl:40])[Cl:41]>>[Br:1][c:2]1[c:3]([CH2:12][Br:13])[cH:4][c:5]([C:6](=[O:7])[O:8][CH3:9])[cH:10][cH:11]1. The reactants are BrCc1ccccc1, COC(=O)c1cc(-c2ccccc2)[nH]c1Cl, [H-], [Na+], CN(C)C=O, O. Product: COC(=O)c1cc(-c2ccccc2)n(Cc2ccccc2)c1Cl. RXN SMILES: [Br:19][CH2:20][c:21]1[cH:22][cH:23][cH:24][cH:25][cH:26]1.[Cl:1][c:2]1[nH:3][c:4](-[c:11]2[cH:12][cH:13][cH:14][cH:15][cH:16]2)[cH:5][c:6]1[C:7](=[O:8])[O:9][CH3:10].[H-:18].[Na+:17].[O:28]=[CH:29][N:30]([CH3:31])[CH3:32].[OH2:27]>>[Cl:1][c:2]1[n:3]([CH2:20][c:21]2[cH:22][cH:23][cH:24][cH:25][cH:26]2)[c:4](-[c:11]2[cH:12][cH:13][cH:14][cH:15][cH:16]2)[cH:5][c:6]1[C:7](=[O:8])[O:9][CH3:10]. Starting materials: C(C)OC(COC1=CC(=CC=C1)C(F)(F)F)OCC (3-trifluoromethylphenoxyacetaldehyde diethyl acetal), CC(=O)C (acetone), S(O)(O)(=O)=O (sulfuric acid). The solvent is O (water). Product: FC(C=1C=C(OCC=O)C=CC1)(F)F (3-Trifluoromethylphenoxyacetaldehyde). As a reaction SMILES: C([O:3][CH:4](OCC)[CH2:5][O:6][C:7]1[CH:12]=[CH:11][CH:10]=[C:9]([C:13]([F:16])([F:15])[F:14])[CH:8]=1)C.CC(C)=O.S(=O)(=O)(O)O>O>[F:14][C:13]([F:15])([F:16])[C:9]1[CH:8]=[C:7]([CH:12]=[CH:11][CH:10]=1)[O:6][CH2:5][CH:4]=[O:3]. Reported procedure: A mixture of 3-trifluoromethylphenoxyacetaldehyde diethyl acetal (146.3 g.; 0.527 mole), acetone (600 ml.), water (550 ml.), and concentrated sulfuric acid (3.5 ml.) is heated under reflux for 22 hours. Reactants: N1CCCC1 (pyrrolidine), C(C)(C)N(CC)C(C)C (diisopropylethylamine), C1(CC1)C1=NC(=NO1)C=1N=CN2C1CNC1=C(C=CC=C21)F (3-(5-Cyclopropyl-1,2,4-oxadiazol-3-yl)-6-fluoro-4,5-dihydroimidazo[1,5-a]quinoxaline), C(C)(C)N(CC)C(C)C (diisopropylethylamine), C(=O)(Cl)Cl (phosgene). Run in O (water), C1CCOC1 (THF). Run at time 3 hour. Yields the product C1(CC1)C1=NC(=NO1)C=1N=CN2C1CN(C1=C(C=CC=C21)F)C(=O)N2CCCC2 (3-(5-Cyclopropyl-1,2,4-oxadiazol-3-yl)-6-fluoro-4,5-dihydro-5-[(pyrrolidino)carbonyl]imidazo[1,5-a]quinoxaline). As a reaction SMILES: [CH:1]1([C:4]2[O:8][N:7]=[C:6]([C:9]3[N:10]=[CH:11][N:12]4[C:21]5[C:16](=[C:17]([F:22])[CH:18]=[CH:19][CH:20]=5)[NH:15][CH2:14][C:13]=34)[N:5]=2)[CH2:3][CH2:2]1.[CH:23]([N:26]([CH:29]([CH3:31])C)[CH2:27]C)([CH3:25])C.C(Cl)(Cl)=[O:33].N1CCCC1>C1COCC1.O>[CH:1]1([C:4]2[O:8][N:7]=[C:6]([C:9]3[N:10]=[CH:11][N:12]4[C:21]5[C:16](=[C:17]([F:22])[CH:18]=[CH:19][CH:20]=5)[N:15]([C:27]([N:26]5[CH2:23][CH2:25][CH2:31][CH2:29]5)=[O:33])[CH2:14][C:13]=34)[N:5]=2)[CH2:3][CH2:2]1. Reported procedure: To 3-(5-cyclopropyl-1,2,4-oxadiazol-3-yl)-6-fluoro-4,5-dihydroimidazo[1,5-a]quinoxaline (XXXIII, EXAMPLE 103, 0.418 g) in THF (15 ml) is added diisopropylethylamine (0.245 ml) followed by phosgene (1.2M in toluene, 1.76 ml). The reaction is stirred for 3 hr, after which pyrrolidine (0.23 ml) and diisopropylethylamine (0.25 ml) are added. The reaction is stirred for 1 hr, then treated with several ml of water and concentrated. The residue is partitioned between dichloromethane, aqueous sodium bic... The reactants are C(C1=CC=CC=C1)OC(=O)N[C@@H](C)C(=O)O (N-(benzyloxycarbonyl)alanine), CC1(NCC(N1)=O)C (2,2-dimethyl-4-imidazolidinone), C1CCC(CC1)N=C=NC2CCCCC2 (DCC). Solvent: C1CCOC1 (THF), C1CCOC1 (THF). Conditions: temperature 0 celsius, time 2 hour. The product is C(C1=CC=CC=C1)OC(=O)NC(C(=O)N1C(NC(C1)=O)(C)C)C (1-[2-(Benzyloxycarbonylamino)propanoyl]-2,2-dimethyl-4-imidazolidinone). As a reaction SMILES: [CH2:1]([O:8][C:9]([NH:11][C@H:12]([C:14]([OH:16])=O)[CH3:13])=[O:10])[C:2]1[CH:7]=[CH:6][CH:5]=[CH:4][CH:3]=1.[CH3:17][C:18]1([CH3:24])[NH:22][C:21](=[O:23])[CH2:20][NH:19]1.C1CCC(N=C=NC2CCCCC2)CC1>C1COCC1>[CH2:1]([O:8][C:9]([NH:11][CH:12]([CH3:13])[C:14]([N:19]1[CH2:20][C:21](=[O:23])[NH:22][C:18]1([CH3:24])[CH3:17])=[O:16])=[O:10])[C:2]1[CH:3]=[CH:4][CH:5]=[CH:6][CH:7]=1. Procedure: To a stirred, ice-cold solution of N-(benzyloxycarbonyl)alanine (6.7 g) and 2,2-dimethyl-4-imidazolidinone (3.42 g) in 100 ml of THF, a solution of DCC (6.2 g) in 50 ml of THF was added dropwise during 15 minutes. The suspension was stirred at 0° C. for 2 hours and at room temperature for an additional 2 hours. The insoluble material was filtered off. The solvent was evaporated under reduced pressure. Crystallization of the residue from isopropanol gave the title product as a white powder m.p. 1... Starting materials: NC=1C=C(NC(C)=O)C=CC1S (3′-amino-4′-mercaptoacetanilide), C(C)OC=C(C#N)C#N (ethoxymethylene malononitrile). The solvent is CC(=O)O (HOAc). Conditions: temperature 125 celsius. Product: C(C)(=O)NC=1C=CC2=C(N=CS2)C1 (5-acetamidobenzothiazole). The yield is 17.0%. Reaction SMILES: [NH2:1][C:2]1[CH:3]=[C:4]([CH:9]=[CH:10][C:11]=1[SH:12])[NH:5][C:6](=[O:8])[CH3:7].[CH2:13](OC=C(C#N)C#N)C>CC(O)=O>[C:6]([NH:5][C:4]1[CH:9]=[CH:10][C:11]2[S:12][CH:13]=[N:1][C:2]=2[CH:3]=1)(=[O:8])[CH3:7]. Reported procedure: To a solution of intermediate 3′-amino-4′-mercaptoacetanilide in HOAc (50 mL) was added ethoxymethylene malononitrile (1.95 g, 16 mmol) and the resulting mixture was refluxed at 125° C. for 5 h. After cooling, the product mixture was concentrated under reduced pressure, and the residue was partitioned between saturated aqueous NaHCO3 and EtOAc. The aqueous phase was extracted with EtOAc, and the combined extracts were washed with brine, dried over Na2SO4 and concentrated. The residue was purifie... Reactants: COC1=C(C=CC=C1)CC1=NC2=CC=CC=C2C(N1CCCl)=O (2-(2-methoxyphenylmethyl) -3-(2-chloroethyl)-4(3H)-quinazolinone), C(C)N (ethylamine), C([O-])([O-])=O.[K+].[K+] (potassium carbonate). Solvent: C(C)O (ethanol). Conditions: time 8 hour. The product is COC1=C(C=CC=C1)CC1=NC2=CC=CC=C2C(N1CCNCC)=O (2-(2-methoxyphenylmethyl)-3-(2-ethylaminoethyl)-4(3H)-quinazolinone). Isolated yield 16.0%. As a reaction SMILES: [CH3:1][O:2][C:3]1[CH:8]=[CH:7][CH:6]=[CH:5][C:4]=1[CH2:9][C:10]1[N:19]([CH2:20][CH2:21]Cl)[C:18](=[O:23])[C:17]2[C:12](=[CH:13][CH:14]=[CH:15][CH:16]=2)[N:11]=1.[CH2:24]([NH2:26])[CH3:25].C(=O)([O-])[O-].[K+].[K+]>C(O)C>[CH3:1][O:2][C:3]1[CH:8]=[CH:7][CH:6]=[CH:5][C:4]=1[CH2:9][C:10]1[N:19]([CH2:20][CH2:21][NH:26][CH2:24][CH3:25])[C:18](=[O:23])[C:17]2[C:12](=[CH:13][CH:14]=[CH:15][CH:16]=2)[N:11]=1 |f:2.3.4|. Procedure: A mixture of 328 mg (1 mmol) of 2-(2-methoxyphenylmethyl) -3-(2-chloroethyl)-4(3H)-quinazolinone and a 70% aqueous ethylamine solution (0.6 ml) in ethanol (10 ml) was heated at 80 ° C. W for 8 hours in a sealed tube. The solvent was distilled off under reduced pressure and to the residue thus obtained there was added a 10 % aqueous potassium carbonate solution, followed by extraction with dichloromethane. The thus obtained dichloromethane solution was dried over magnesium sulfate and then concen...